This data is from the Open Reaction Database (ORD), a public repository of structured organic reaction records. The task is: describe an organic reaction: reactants, conditions, products, and yield Reactants: CC(C)(C)OC(=O)N1C(Cc2ccccc2)C(CC2CC=CCC2C(=O)O)OC1(C)C, CC(C)(C)N, ClCCl, On1nnc2ccccc21. Yields the product CC(C)(C)NC(=O)C1CC=CCC1CC1OC(C)(C)N(C(=O)OC(C)(C)C)C1Cc1ccccc1. As a reaction SMILES: [C:1]([CH3:2])([CH3:3])([CH3:4])[O:5][C:6](=[O:7])[N:8]1[C:9]([CH3:30])([CH3:31])[O:10][CH:11]([CH2:20][CH:21]2[CH2:22][CH:23]=[CH:24][CH2:25][CH:26]2[C:27](=[O:28])[OH:29])[CH:12]1[CH2:13][c:14]1[cH:15][cH:16][cH:17][cH:18][cH:19]1.[CH3:42][C:43]([CH3:44])([CH3:45])[NH2:46].[Cl:47][CH2:48][Cl:49].[OH:32][n:33]1[c:34]2[cH:35][cH:36][cH:37][cH:38][c:39]2[n:40][n:41]1>>[C:1]([CH3:2])([CH3:3])([CH3:4])[O:5][C:6](=[O:7])[N:8]1[C:9]([CH3:30])([CH3:31])[O:10][CH:11]([CH2:20][CH:21]2[CH2:22][CH:23]=[CH:24][CH2:25][CH:26]2[C:27](=[O:28])[NH:46][C:43]([CH3:42])([CH3:44])[CH3:45])[CH:12]1[CH2:13][c:14]1[cH:15][cH:16][cH:17][cH:18][cH:19]1. Reactants: C1CCOC1, Cl[Mg]c1ccccc1, O=Cc1c[nH]c2cnccc12. Product: OC(c1ccccc1)c1c[nH]c2cnccc12. RXN SMILES: [CH2:20]1[O:21][CH2:22][CH2:23][CH2:24]1.[Cl:12][Mg:13][c:14]1[cH:15][cH:16][cH:17][cH:18][cH:19]1.[nH:1]1[cH:2][c:3]([CH:10]=[O:11])[c:4]2[c:5]1[cH:6][n:7][cH:8][cH:9]2>>[nH:1]1[cH:2][c:3]([CH:10]([OH:11])[c:14]2[cH:15][cH:16][cH:17][cH:18][cH:19]2)[c:4]2[c:5]1[cH:6][n:7][cH:8][cH:9]2. Reactants: CC(C)Oc1ccc(COc2ccc3c(c2)c(S(C)(=O)=O)c2n3CCC2CC(=O)OC(C)(C)C)cc1C#N, CCOC(C)=O, ClCCl, O=C(O)C(F)(F)F, NC(CS)C(=O)O, O. Product: CC(C)Oc1ccc(COc2ccc3c(c2)c(S(C)(=O)=O)c2n3CCC2CC(=O)O)cc1C#N. RXN SMILES: [C:8](#[N:9])[c:10]1[cH:11][c:12]([CH2:13][O:14][c:15]2[cH:16][c:17]3[c:18]([S:35](=[O:36])(=[O:37])[CH3:38])[c:19]4[n:20]([c:21]3[cH:22][cH:23]2)[CH2:24][CH2:25][CH:26]4[CH2:27][C:28](=[O:29])[O:30][C:31]([CH3:32])([CH3:33])[CH3:34])[cH:39][cH:40][c:41]1[O:42][CH:43]([CH3:44])[CH3:45].[CH3:47][CH2:48][O:49][C:50](=[O:51])[CH3:52].[Cl:60][CH2:61][Cl:62].[F:53][C:54]([F:55])([F:56])[C:57]([OH:58])=[O:59].[NH2:1][CH:2]([C:3]([OH:4])=[O:5])[CH2:6][SH:7].[OH2:46]>>[C:8](#[N:9])[c:10]1[cH:11][c:12]([CH2:13][O:14][c:15]2[cH:16][c:17]3[c:18]([S:35](=[O:36])(=[O:37])[CH3:38])[c:19]4[n:20]([c:21]3[cH:22][cH:23]2)[CH2:24][CH2:25][CH:26]4[CH2:27][C:28](=[O:29])[OH:30])[cH:39][cH:40][c:41]1[O:42][CH:43]([CH3:44])[CH3:45].